Dataset: the Open Reaction Database (ORD), a public repository of structured organic reaction records. Task: describe an organic reaction: reactants, conditions, products, and yield Starting materials: BrC(Br)(Br)Br, ClCCl, Cc1cc(C)cc(OCC(C)O)c1, c1ccc(P(c2ccccc2)c2ccccc2)cc1. The product is Cc1cc(C)cc(OCC(C)Br)c1. RXN SMILES: [C:20]([Br:21])([Br:22])([Br:23])[Br:24].[CH2:38]([Cl:39])[Cl:40].[CH3:25][CH:26]([CH2:27][O:28][c:29]1[cH:30][c:31]([CH3:36])[cH:32][c:33]([CH3:35])[cH:34]1)[OH:37].[c:1]1([P:2]([c:3]2[cH:4][cH:5][cH:6][cH:7][cH:8]2)[c:9]2[cH:10][cH:11][cH:12][cH:13][cH:14]2)[cH:15][cH:16][cH:17][cH:18][cH:19]1>>[Br:21][CH:26]([CH3:25])[CH2:27][O:28][c:29]1[cH:30][c:31]([CH3:36])[cH:32][c:33]([CH3:35])[cH:34]1. Reaction SMILES: [Br:1][c:2]1[cH:3][c:4]2[c:5]([c:6]3[c:11]1[NH:10][C:9](=[O:12])[CH2:8][C:7]3([CH3:13])[CH3:14])[O:15][CH:16]([CH2:18][Br:19])[CH2:17]2.[CH3:24][N:25]([CH3:26])[CH:27]=[O:28].[N-:21]=[N+:22]=[N-:23].[Na+:20]>>[Br:1][c:2]1[cH:3][c:4]2[c:5]([c:6]3[c:11]1[NH:10][C:9](=[O:12])[CH2:8][C:7]3([CH3:13])[CH3:14])[O:15][CH:16]([CH2:18][N:21]=[N+:22]=[N-:23])[CH2:17]2. Starting materials: CC1(C)CC(=O)Nc2c(Br)cc3c(c21)OC(CBr)C3, CN(C)C=O, [N-]=[N+]=[N-], [Na+]. Yields the product CC1(C)CC(=O)Nc2c(Br)cc3c(c21)OC(CN=[N+]=[N-])C3. Starting materials: C(C)(=O)O[BH-](OC(C)=O)OC(C)=O.[Na+] (Sodium triacetoxyborohydride), C(=O)C=1C=C(C=CC1)NC(C1=CN=CC(=C1)C)=O (N-(3-formyl-phenyl)-5-methyl-nicotinamide), Cl.C1(CCCCC1)NC(=O)C1(CCNCC1)F (4-fluoro-piperidine-4-carboxylic acid cyclohexylamide hydrochloride), CCN(C(C)C)C(C)C (DIPEA). Solvent: C(Cl)Cl (DCM), C(Cl)Cl (DCM). Conditions: time 18 hour. Product: C1(CCCCC1)NC(=O)C1(CCN(CC1)CC=1C=C(C=CC1)NC(C1=CN=CC(=C1)C)=O)F (N-[3-(4-Cyclohexylcarbamoyl-4-fluoro-piperidin-1-ylmethyl)-phenyl]-5-methyl-nicotinamide). RXN SMILES: [CH:1]([C:3]1[CH:4]=[C:5]([NH:9][C:10](=[O:18])[C:11]2[CH:16]=[C:15]([CH3:17])[CH:14]=[N:13][CH:12]=2)[CH:6]=[CH:7][CH:8]=1)=O.Cl.[CH:20]1([NH:26][C:27]([C:29]2([F:35])[CH2:34][CH2:33][NH:32][CH2:31][CH2:30]2)=[O:28])[CH2:25][CH2:24][CH2:23][CH2:22][CH2:21]1.CCN(C(C)C)C(C)C.C(O[BH-](OC(=O)C)OC(=O)C)(=O)C.[Na+]>C(Cl)Cl>[CH:20]1([NH:26][C:27]([C:29]2([F:35])[CH2:34][CH2:33][N:32]([CH2:1][C:3]3[CH:4]=[C:5]([NH:9][C:10](=[O:18])[C:11]4[CH:16]=[C:15]([CH3:17])[CH:14]=[N:13][CH:12]=4)[CH:6]=[CH:7][CH:8]=3)[CH2:31][CH2:30]2)=[O:28])[CH2:21][CH2:22][CH2:23][CH2:24][CH2:25]1 |f:1.2,4.5|. Reported procedure: A solution of N-(3-formyl-phenyl)-5-methyl-nicotinamide L-1 (60 mg, 0.25 mmol) and 4-fluoro-piperidine-4-carboxylic acid cyclohexylamide hydrochloride (66 mg, 0.25 mmol) in DCM (3 mL) is treated with DIPEA (0.128 mL, 0.75 mmol). Sodium triacetoxyborohydride (132 mg, 0.62 mmol) is added at once and the mixture is stirred at RT for 18 h. The mixture is diluted with DCM (5 mL) and washed twice with aq. sat. NaHCO3 (5 mL). The organic phase is dried over MgSO4 and evaporated. The residue is dissolve... Starting materials: [BH3-]C#N, C1COCCN1, CO, CCOCC, O=Cc1ccoc1C(=O)CC1CCC(c2cc(F)ccc2F)(S(=O)(=O)c2ccc(Cl)cc2)CC1, Cl, [Na+], [Na+], [OH-]. Yields the product O=C(CC1CCC(c2cc(F)ccc2F)(S(=O)(=O)c2ccc(Cl)cc2)CC1)c1occc1CN1CCOCC1. As a reaction SMILES: [C:41]([BH3-:42])#[N:43].[CH2:35]1[CH2:36][O:37][CH2:38][CH2:39][NH:40]1.[CH3:46][OH:47].[CH3:48][CH2:49][O:50][CH2:51][CH3:52].[Cl:1][c:2]1[cH:3][cH:4][c:5]([S:8](=[O:9])(=[O:10])[C:11]2([c:27]3[c:28]([F:34])[cH:29][cH:30][c:31]([F:33])[cH:32]3)[CH2:12][CH2:13][CH:14]([CH2:17][C:18](=[O:19])[c:20]3[o:21][cH:22][cH:23][c:24]3[CH:25]=[O:26])[CH2:15][CH2:16]2)[cH:6][cH:7]1.[ClH:45].[Na+:44].[Na+:54].[OH-:53]>>[Cl:1][c:2]1[cH:3][cH:4][c:5]([S:8](=[O:9])(=[O:10])[C:11]2([c:27]3[c:28]([F:34])[cH:29][cH:30][c:31]([F:33])[cH:32]3)[CH2:12][CH2:13][CH:14]([CH2:17][C:18](=[O:19])[c:20]3[o:21][cH:22][cH:23][c:24]3[CH2:25][N:40]3[CH2:35][CH2:36][O:37][CH2:38][CH2:39]3)[CH2:15][CH2:16]2)[cH:6][cH:7]1.